From a dataset of the Open Reaction Database (ORD), a public repository of structured organic reaction records. describe an organic reaction: reactants, conditions, products, and yield Starting materials: ClC(C(CC1=C(C=NC=C1)CC)O)(Cl)Cl (1,1,1-trichloro-3-(3-ethyl-4-pyridinyl)propan-2-ol), C([C@@H](O)[C@H](O)C(=O)O)(=O)O (d-tartaric acid). Solvent: CC(=O)C (acetone), CC(=O)C (acetone). The product is C(=O)(O)[C@@H](O)[C@H](O)C(=O)O.ClC([C@@H](CC1=C(C=NC=C1)CC)O)(Cl)Cl (1,1,1-trichloro-3-(3-ethyl-4-pyridinyl)propan-2(R)-ol d-tartrate). RXN SMILES: [Cl:1][C:2]([Cl:15])([Cl:14])[CH:3]([OH:13])[CH2:4][C:5]1[CH:10]=[CH:9][N:8]=[CH:7][C:6]=1[CH2:11][CH3:12].[C:16]([OH:25])(=[O:24])[C@H:17]([C@@H:19]([C:21]([OH:23])=[O:22])[OH:20])[OH:18]>CC(C)=O>[C:21]([C@H:19]([C@@H:17]([C:16]([OH:25])=[O:24])[OH:18])[OH:20])([OH:23])=[O:22].[Cl:15][C:2]([Cl:1])([Cl:14])[C@H:3]([OH:13])[CH2:4][C:5]1[CH:10]=[CH:9][N:8]=[CH:7][C:6]=1[CH2:11][CH3:12] |f:3.4|. Reported procedure: To 1.6.6 g. of 1,1,1-trichloro-3-(3-ethyl-4-pyridinyl)propan-2-ol dissolved in 1.2 l. of hot acetone was added a solution of 65.2 g. of d-tartaric acid in 1 l. of acetone. Upon cooling, crystalline material separated (66.8 g.) which after fractional crystallization from acetone, yielded pure 1,1,1-trichloro-3-(3-ethyl-4-pyridinyl)propan-2(R)-ol d-tartrate, m.p. 176°-177.5°, [α]D25 + 30.7° (c 0.960, ethanol) The reactants are Cl, Cl, Cl, O=C(O)c1ccc(N2CCOCC2)nc1, NC1CCC(CCN2CCN(c3nccc4c3OCC4)CC2)CC1. Product: O=C(NC1CCC(CCN2CCN(c3nccc4c3OCC4)CC2)CC1)c1ccc(N2CCOCC2)nc1. As a reaction SMILES: [ClH:1].[ClH:2].[ClH:3].[O:28]1[CH2:29][CH2:30][N:31]([c:34]2[n:35][cH:36][c:37]([C:38](=[O:39])[OH:40])[cH:41][cH:42]2)[CH2:32][CH2:33]1.[O:4]1[CH2:5][CH2:6][c:7]2[c:8]1[c:9]([N:13]1[CH2:14][CH2:15][N:16]([CH2:19][CH2:20][CH:21]3[CH2:22][CH2:23][CH:24]([NH2:27])[CH2:25][CH2:26]3)[CH2:17][CH2:18]1)[n:10][cH:11][cH:12]2>>[O:4]1[CH2:5][CH2:6][c:7]2[c:8]1[c:9]([N:13]1[CH2:14][CH2:15][N:16]([CH2:19][CH2:20][CH:21]3[CH2:22][CH2:23][CH:24]([NH:27][C:38]([c:37]4[cH:36][n:35][c:34]([N:31]5[CH2:30][CH2:29][O:28][CH2:33][CH2:32]5)[cH:42][cH:41]4)=[O:39])[CH2:25][CH2:26]3)[CH2:17][CH2:18]1)[n:10][cH:11][cH:12]2. The reactants are CNC1=CC=CC=C1 (N-methylaniline), C=CC1=CC=CC=C1 (styrene). Run in C(C)(=O)OCC.CCCCCC (ethyl acetate n-hexane). Yields the product CN(C1=CC=CC=C1)CCC1=CC=CC=C1 (N-methyl-N-phenylethylaniline). The yield is 53.0%. RXN SMILES: [CH3:1][NH:2][C:3]1[CH:8]=[CH:7][CH:6]=[CH:5][CH:4]=1.[CH2:9]=[CH:10][C:11]1[CH:16]=[CH:15][CH:14]=[CH:13][CH:12]=1>C(OCC)(=O)C.CCCCCC>[CH3:1][N:2]([CH2:9][CH2:10][C:11]1[CH:16]=[CH:15][CH:14]=[CH:13][CH:12]=1)[C:3]1[CH:8]=[CH:7][CH:6]=[CH:5][CH:4]=1 |f:2.3|. Procedure details: According to GWM, 0.011 mol (=1.20 ml) of N-methylaniline and 0.011 mol (=1.00 ml) of styrene are reacted with one another. The product is isolated by column chromatography using ethyl acetate/n-hexane (1:3) as eluent, the product N-methyl-N-phenylethylaniline being obtained as a yellow liquid.